Dataset: the Open Reaction Database (ORD), a public repository of structured organic reaction records. Task: describe an organic reaction: reactants, conditions, products, and yield The reactants are CCOC(=O)C1CC(CO)CCN1C(=O)OC(C)(C)C, ClCCl, O=[Cr](=O)([O-])Cl, c1cc[nH+]cc1. The product is CCOC(=O)C1CC(C=O)CCN1C(=O)OC(C)(C)C. RXN SMILES: [C:1]([CH3:2])([CH3:3])([CH3:4])[O:5][C:6](=[O:7])[N:8]1[CH:9]([C:16](=[O:17])[O:18][CH2:19][CH3:20])[CH2:10][CH:11]([CH2:14][OH:15])[CH2:12][CH2:13]1.[CH2:32]([Cl:33])[Cl:34].[O:21]=[Cr:22]([Cl:23])([O-:24])=[O:25].[nH+:26]1[cH:27][cH:28][cH:29][cH:30][cH:31]1>>[C:1]([CH3:2])([CH3:3])([CH3:4])[O:5][C:6](=[O:7])[N:8]1[CH:9]([C:16](=[O:17])[O:18][CH2:19][CH3:20])[CH2:10][CH:11]([CH:14]=[O:15])[CH2:12][CH2:13]1. Reactants: CC1(C)C(=O)N(CCCC#N)C(=O)c2ccccc21, CC1(C)C(=O)NC(=O)c2ccccc21, O. Yields the product CC1(C)C(=O)N(CCCCN)C(=O)c2ccccc21. Reaction SMILES: [CH3:1][C:2]1([CH3:19])[C:3](=[O:18])[N:4]([CH2:13][CH2:14][CH2:15][C:16]#[N:17])[C:5](=[O:12])[c:6]2[cH:7][cH:8][cH:9][cH:10][c:11]21.[CH3:20][C:21]1([CH3:22])[c:23]2[c:24]([cH:25][cH:26][cH:27][cH:28]2)[C:29](=[O:30])[NH:31][C:32]1=[O:33].[OH2:34]>>[CH3:1][C:2]1([CH3:19])[C:3](=[O:18])[N:4]([CH2:13][CH2:14][CH2:15][CH2:16][NH2:17])[C:5](=[O:12])[c:6]2[cH:7][cH:8][cH:9][cH:10][c:11]21. Reactants: N1CCCC1 (pyrrolidine), N1N=NC2=C1C=CC=C2 (benzotriazole), C1(=CC=CC=C1)C#CC=1SC(=CN1)C=O (2-phenylethynyl-thiazole-5-carbaldehyde), C1CCOC1 (THF). Run in C(C)O (ethanol). Conditions: time 10 minute. Product: C1(=CC=CC=C1)C#CC=1SC(=CN1)C(C)N1CCCC1 (2-phenylethynyl-5-(1-pyrrolidin-1-yl-ethyl)-thiazole). The yield is 36.8%. Reaction SMILES: [NH:1]1[CH2:5][CH2:4][CH2:3][CH2:2]1.N1C2C=CC=C[C:9]=2N=N1.[C:15]1([C:21]#[C:22][C:23]2[S:24][C:25]([CH:28]=O)=[CH:26][N:27]=2)[CH:20]=[CH:19][CH:18]=[CH:17][CH:16]=1.C1COCC1>C(O)C>[C:15]1([C:21]#[C:22][C:23]2[S:24][C:25]([CH:28]([N:1]3[CH2:5][CH2:4][CH2:3][CH2:2]3)[CH3:9])=[CH:26][N:27]=2)[CH:20]=[CH:19][CH:18]=[CH:17][CH:16]=1. Procedure details: In a culture tube was added pyrrolidine (17.8 mg, 0.250 mmol) and benzotriazole (29.8 mg, 0.250 mmol) in ethanol (1.0 mL). After stirring at room temperature for 10 minutes, the solution was treated with 2-phenylethynyl-thiazole-5-carbaldehyde (Example 205, 53.3 mg, 0.250 mmol) and THF (0.5 to 1.0 mL) and stirred at room temperature for 1 hour. The volatiles were then removed under reduced pressure, the residue dissolved in ethanol (1.0 mL) and THF (1.0 mL) and the volatiles removed again under ...